Dataset: the Open Reaction Database (ORD), a public repository of structured organic reaction records. Task: describe an organic reaction: reactants, conditions, products, and yield Reactants: [N+](=O)([O-])C=1C(=CC=2CCCCC2C1)NC(C)=O (N-(3-Nitro-5,6,7,8-tetrahydro-2-naphthalenyl)acetamide), N (NH3). The solvent is Cl (HCl), O (water). Run at temperature 100 celsius, time 6 hour. Product: [N+](=O)([O-])C=1C(=CC=2CCCCC2C1)N (3-Nitro-5,6,7,8-tetrahydro-2-naphthalenamine). Yield: 90.4%. As a reaction SMILES: [N+:1]([C:4]1[C:5]([NH:14]C(=O)C)=[CH:6][C:7]2[CH2:8][CH2:9][CH2:10][CH2:11][C:12]=2[CH:13]=1)([O-:3])=[O:2].N>Cl.O>[N+:1]([C:4]1[C:5]([NH2:14])=[CH:6][C:7]2[CH2:8][CH2:9][CH2:10][CH2:11][C:12]=2[CH:13]=1)([O-:3])=[O:2]. Procedure details: A suspension of nitroacetamide 167 (151 mg, 0.65 mmol) in 6 M HCl (30 mL) was stirred at 100° C. for 6 h. The suspension was cooled to 20° C., diluted with water (50 mL) and the pH adjusted to 8 with aqueous NH3 solution. The mixture was extracted with DCM (3×50 mL), the combined organic fraction dried, and the solvent evaporated to give amine 174 (113 mg, 100%) as an orange solid: 1H NMR δ 7.83 (s, 1H, H-4), 7.50 (s, 1H, H-1), 5.79 (s, 2H, NH2), 2.67-2.73 (m, 4H, 2×CH2), 1.78-1.83 (m, 4H, 2×CH2... Starting materials: NC=1C=C(OC2=CC(=NC=N2)N2CCC(CC2)N2C(NC3=C(CC2)C=C(C=C3)OC)=O)C=C(C1N)C (3-{1-[6-(3,4-diamino-5-methyl-phenoxy)-pyrimidin-4-yl]-piperidin-4-yl}-7-methoxy-1,3,4,5-tetrahydro-benzo[d][1,3]diazepin-2-one), C(#N)CC(=O)O (cyanoacetic acid), CN(C)C(=[N+](C)C)ON1C2=C(C=CC=C2)N=N1.[B-](F)(F)(F)F (TBTU), TEA, C(C)(=O)O (acetic acid). The solvent is CN(C)C=O (DMF). Conditions: time 8 hour. The product is COC1=CC2=C(NC(N(CC2)C2CCN(CC2)C2=CC(=NC=N2)OC=2C=C(C3=C(NC(=N3)CC#N)C2)C)=O)C=C1 ((6-{6-[4-(7-methoxy-2-oxo-1,2,4,5-tetrahydro-benzo[d][1,3]diazepin-3-yl)-piperidin-1-yl]-pyrimidin-4-yloxy}-4-methyl-1H-benzimidazole-2-yl)-acetonitrile). Reaction SMILES: [NH2:1][C:2]1[CH:3]=[C:4]([CH:32]=[C:33]([CH3:36])[C:34]=1[NH2:35])[O:5][C:6]1[N:11]=[CH:10][N:9]=[C:8]([N:12]2[CH2:17][CH2:16][CH:15]([N:18]3[CH2:24][CH2:23][C:22]4[CH:25]=[C:26]([O:29][CH3:30])[CH:27]=[CH:28][C:21]=4[NH:20][C:19]3=[O:31])[CH2:14][CH2:13]2)[CH:7]=1.[C:37]([CH2:39][C:40](O)=O)#[N:38].CN(C(ON1N=NC2C=CC=CC1=2)=[N+](C)C)C.[B-](F)(F)(F)F.C(O)(=O)C>CN(C=O)C>[CH3:30][O:29][C:26]1[CH:27]=[CH:28][C:21]2[NH:20][C:19](=[O:31])[N:18]([CH:15]3[CH2:14][CH2:13][N:12]([C:8]4[N:9]=[CH:10][N:11]=[C:6]([O:5][C:4]5[CH:32]=[C:33]([CH3:36])[C:34]6[N:35]=[C:40]([CH2:39][C:37]#[N:38])[NH:1][C:2]=6[CH:3]=5)[CH:7]=4)[CH2:17][CH2:16]3)[CH2:24][CH2:23][C:22]=2[CH:25]=1 |f:2.3|. Procedure details: 0.20 g (0.42 mmol) 3-{1-[6-(3,4-diamino-5-methyl-phenoxy)-pyrimidin-4-yl]-piperidin-4-yl}-7-methoxy-1,3,4,5-tetrahydro-benzo[d][1,3]diazepin-2-one, 40 mg (0.46 mmol) cyanoacetic acid, 0.15 g (0.47 mmol) TBTU and 0.14 mL (1.00 mmol) TEA in 2.00 mL DMF were stirred for 4 h at RT. Then 2.00 mL glacial acetic acid was added and the mixture was stirred overnight at RT. The reaction mixture was also stirred for 1 h at 100° C., then cooled and purified by preparative HPLC-MS. The product-containing fra... Starting materials: C(#C)C=1C=NN2C1N=C(C=C2C(F)F)C2=CC=C(C=C2)C(F)(F)F (3-ethynyl-7-difluoromethyl-5-(4-trifluoromethyl-phenyl)-pyrazolo[1,5-a]pyrimidine), BrC=1C=CC(=NC1)C(=O)N (5-bromo-pyridine-2-carboxylic acid amide). The product is FC(C1=CC(=NC=2N1N=CC2C#CC=2C=CC(=NC2)C(=O)N)C2=CC=C(C=C2)C(F)(F)F)F (5-[7-Difluoromethyl-5-(4-trifluoromethyl-phenyl)-pyrazolo[1,5-a]pyrimidin-3-ylethynyl]-pyridine-2-carboxylic acid amide), solid. Yield: 65.0%. RXN SMILES: [C:1]([C:3]1[CH:4]=[N:5][N:6]2[C:11]([CH:12]([F:14])[F:13])=[CH:10][C:9]([C:15]3[CH:20]=[CH:19][C:18]([C:21]([F:24])([F:23])[F:22])=[CH:17][CH:16]=3)=[N:8][C:7]=12)#[CH:2].Br[C:26]1[CH:27]=[CH:28][C:29]([C:32]([NH2:34])=[O:33])=[N:30][CH:31]=1>>[F:13][CH:12]([F:14])[C:11]1[N:6]2[N:5]=[CH:4][C:3]([C:1]#[C:2][C:26]3[CH:27]=[CH:28][C:29]([C:32]([NH2:34])=[O:33])=[N:30][CH:31]=3)=[C:7]2[N:8]=[C:9]([C:15]2[CH:20]=[CH:19][C:18]([C:21]([F:23])([F:24])[F:22])=[CH:17][CH:16]=2)[CH:10]=1. Procedure details: The title compound was prepared from 3-ethynyl-7-difluoromethyl-5-(4-trifluoromethyl-phenyl)-pyrazolo[1,5-a]pyrimidine (example C.2) (340 g, 1.0 mmol) and 5-bromo-pyridine-2-carboxylic acid amide (example B.47) (181 mg, 0.9 mmol) according to general procedure II. Obtained as a yellow solid (300 mg, 65%). MS (ISP) 458.1 [(M+H)+]; mp 276-277° C. The reactants are ClC1=C(OCCC(=O)O)C=CC(=C1Cl)C(CCC)=O (3-(2,3-Dichloro-4-butyrylphenoxy)propionic acid), Cl.CNC (dimethylamine hydrochloride), C=O (paraformaldehyde), C(C)(=O)O (acetic acid), ice water. Solvent: CN(C=O)C (N,N-dimethylformamide). Run at time 1.5 hour. The product is ClC1=C(OCCC(=O)O)C=CC(=C1Cl)C(C(CC)=C)=O (3-[2,3-Dichloro-4-(2-methylenebutyryl)-phenoxy]propionic acid). As a reaction SMILES: [Cl:1][C:2]1[C:13]([Cl:14])=[C:12]([C:15](=[O:19])[CH2:16][CH2:17][CH3:18])[CH:11]=[CH:10][C:3]=1[O:4][CH2:5][CH2:6][C:7]([OH:9])=[O:8].Cl.[CH3:21]NC.C=O.C(O)(=O)C>CN(C)C=O>[Cl:1][C:2]1[C:13]([Cl:14])=[C:12]([C:15](=[O:19])[C:16](=[CH2:21])[CH2:17][CH3:18])[CH:11]=[CH:10][C:3]=1[O:4][CH2:5][CH2:6][C:7]([OH:9])=[O:8] |f:1.2|. Procedure: 3-(2,3-Dichloro-4-butyrylphenoxy)propionic acid (6.65 g, 0.022 mole), dimethylamine hydrochloride (12 g, 0.15 mole), paraformaldehyde (2.3 g, 0.077 equiv.) and acetic acid (1 ml) were mixed and stirred while heating on a steam bath for 2.5 hours. N,N-dimethylformamide (25 ml) was added to the mixture and stirring and heating continued for another 1.5 hours. The mixture was poured into ice water (600 ml) and the precipitate that formed removed by filtration, washed with water and dried. After rec... RXN SMILES: [C:1](=[O:2])([OH:3])[C:4]12[CH2:5][CH2:6][C:7]([NH:12][CH2:13][C:14](=[O:15])[N:16]3[CH:17]([C:22]#[N:23])[CH2:18][CH:19]([F:21])[CH2:20]3)([CH2:8][CH2:9]1)[CH2:10][CH2:11]2.[NH2:24][c:25]1[s:26][cH:27][c:28]([CH:30]2[CH2:31][CH2:32]2)[n:29]1>>[C:1](=[O:3])([C:4]12[CH2:5][CH2:6][C:7]([NH:12][CH2:13][C:14](=[O:15])[N:16]3[CH:17]([C:22]#[N:23])[CH2:18][CH:19]([F:21])[CH2:20]3)([CH2:8][CH2:9]1)[CH2:10][CH2:11]2)[NH:24][c:25]1[s:26][cH:27][c:28]([CH:30]2[CH2:31][CH2:32]2)[n:29]1. Reactants: N#CC1CC(F)CN1C(=O)CNC12CCC(C(=O)O)(CC1)CC2, Nc1nc(C2CC2)cs1. The product is N#CC1CC(F)CN1C(=O)CNC12CCC(C(=O)Nc3nc(C4CC4)cs3)(CC1)CC2. The reactants are COC1=C(C=CC(=C1)CNCCCNCCCCNCCCN)O.ClC1=NC(=CC(=N1)NC(C1=CC=C(C=C1)OC1=CC=C(C=C1)F)CC)CC (dl-5 chloro-6-ethyl-4-[α-ethyl-4-(4-fluorophenoxy)benzyl]aminopyrimidine), Cl (hydrochloric acid). The solvent is CCOCC (ether). The product is COC1=C(C=CC(=C1)CNCCCNCCCCNCCCN)O.Cl.ClC1=NC(=CC(=N1)NC(C1=CC=C(C=C1)OC1=CC=C(C=C1)F)CC)CC (dl-5 chloro-6-ethyl-4-[α-ethyl-4-(4-fluorophenoxy)benzyl]aminopyrimidine.hydrochloride). Isolated yield 190.4%. RXN SMILES: [CH3:1][O:2][C:3]1[CH:8]=[C:7]([CH2:9][NH:10][CH2:11][CH2:12][CH2:13][NH:14][CH2:15][CH2:16][CH2:17][CH2:18][NH:19][CH2:20][CH2:21][CH2:22][NH2:23])[CH:6]=[CH:5][C:4]=1[OH:24].[Cl:25][C:26]1[N:31]=[C:30]([NH:32][CH:33]([CH2:48][CH3:49])[C:34]2[CH:39]=[CH:38][C:37]([O:40][C:41]3[CH:46]=[CH:45][C:44]([F:47])=[CH:43][CH:42]=3)=[CH:36][CH:35]=2)[CH:29]=[C:28]([CH2:50][CH3:51])[N:27]=1.Cl>CCOCC>[CH3:1][O:2][C:3]1[CH:8]=[C:7]([CH2:9][NH:10][CH2:11][CH2:12][CH2:13][NH:14][CH2:15][CH2:16][CH2:17][CH2:18][NH:19][CH2:20][CH2:21][CH2:22][NH2:23])[CH:6]=[CH:5][C:4]=1[OH:24].[ClH:25].[Cl:25][C:26]1[N:31]=[C:30]([NH:32][CH:33]([CH2:48][CH3:49])[C:34]2[CH:35]=[CH:36][C:37]([O:40][C:41]3[CH:46]=[CH:45][C:44]([F:47])=[CH:43][CH:42]=3)=[CH:38][CH:39]=2)[CH:29]=[C:28]([CH2:50][CH3:51])[N:27]=1 |f:0.1,4.5.6|. Procedure details: In 20 ml of anhydrous ether was dissolved 1.0 g of dl-5-chloro-6-ethyl-4-[α-ethyl-4-(4-fluorophenoxy)benzyl]aminopyrimidine obtained in Example 2 and the dried hydrochloric acid gas was blown into the mixture. Ether was removed from the separated oily product, and the product obtained was washed with n-hexane to give 1.0 g of the desired product as a colorless viscous product. Starting materials: CCOC(=O)C1=CC(CF)(CF)Oc2ccc(I)cc21, Cc1ccccc1, CN(C)C=O, O=C([O-])C(F)(F)C(F)(F)F, [I-], [K+]. Yields the product CCOC(=O)C1=CC(CF)(CF)Oc2ccc(C(F)(F)C(F)(F)F)cc21. Reaction SMILES: [CH2:1]([CH3:2])[O:3][C:4](=[O:5])[C:6]1=[CH:7][C:8]([CH2:17][F:18])([CH2:19][F:20])[O:9][c:10]2[c:11]1[cH:12][c:13]([I:16])[cH:14][cH:15]2.[CH3:33][c:34]1[cH:35][cH:36][cH:37][cH:38][cH:39]1.[CH3:40][N:41]([CH3:42])[CH:43]=[O:44].[F:21][C:22]([C:23]([C:24]([O-:25])=[O:26])([F:27])[F:28])([F:29])[F:30].[I-:32].[K+:31]>>[CH2:1]([CH3:2])[O:3][C:4](=[O:5])[C:6]1=[CH:7][C:8]([CH2:17][F:18])([CH2:19][F:20])[O:9][c:10]2[c:11]1[cH:12][c:13]([C:23]([C:22]([F:21])([F:29])[F:30])([F:27])[F:28])[cH:14][cH:15]2. The reactants are CCO, ClCc1ccc(Cl)nc1, [K+], CN(C)C=O, O=C1NC(=O)c2ccccc21, [OH-]. Yields the product O=C1c2ccccc2C(=O)N1Cc1ccc(Cl)nc1. As a reaction SMILES: [CH3:28][CH2:29][OH:30].[Cl:19][c:20]1[cH:21][cH:22][c:23]([CH2:26][Cl:27])[cH:24][n:25]1.[K+:13].[O:14]=[CH:15][N:16]([CH3:17])[CH3:18].[O:1]=[C:2]1[NH:3][C:4](=[O:5])[c:6]2[cH:7][cH:8][cH:9][cH:10][c:11]21.[OH-:12]>>[O:1]=[C:2]1[N:3]([CH2:26][c:23]2[cH:22][cH:21][c:20]([Cl:19])[n:25][cH:24]2)[C:4](=[O:5])[c:6]2[cH:7][cH:8][cH:9][cH:10][c:11]21.